From a dataset of the Open Reaction Database (ORD), a public repository of structured organic reaction records. describe an organic reaction: reactants, conditions, products, and yield Starting materials: CO, FC(F)(F)c1ccc(CBr)cc1, [K+], [OH-], Oc1ccc(S)cc1. The product is Oc1ccc(SCc2ccc(C(F)(F)F)cc2)cc1. As a reaction SMILES: [CH3:23][OH:24].[F:11][C:12]([c:13]1[cH:14][cH:15][c:16]([CH2:17][Br:18])[cH:19][cH:20]1)([F:21])[F:22].[K+:10].[OH-:9].[SH:1][c:2]1[cH:3][cH:4][c:5]([OH:8])[cH:6][cH:7]1>>[S:1]([c:2]1[cH:3][cH:4][c:5]([OH:8])[cH:6][cH:7]1)[CH2:17][c:16]1[cH:15][cH:14][c:13]([C:12]([F:11])([F:21])[F:22])[cH:20][cH:19]1. Starting materials: CBr, CCOC(=O)C=CN(C)C, ClC1CCOCC1, [Mg], C1CCOC1. The product is CCOC(=O)C=CC1CCOCC1. As a reaction SMILES: [Br:2][CH3:3].[CH3:11][N:12]([CH:13]=[CH:14][C:15](=[O:16])[O:17][CH2:18][CH3:19])[CH3:20].[Cl:4][CH:5]1[CH2:6][CH2:7][O:8][CH2:9][CH2:10]1.[Mg:1].[O:21]1[CH2:22][CH2:23][CH2:24][CH2:25]1>>[CH:5]1([CH:13]=[CH:14][C:15](=[O:16])[O:17][CH2:18][CH3:19])[CH2:6][CH2:7][O:8][CH2:9][CH2:10]1. Starting materials: [OH-].[Al+3].[Li+].[OH-].[OH-].[OH-] (lithium aluminum hydroxide), COC(=O)C=1C=C(C(=NC1)C=1C=NC(=CC1)C1=NC2=C(N1)C=C(C=C2)N2CCOCC2)Cl (3-chloro-6′-(6-morpholin-4-yl-1H-benzoimidazol-2-yl)-[2,3]bipyridinyl-5-carboxylic acid methyl ester), O1CCCC1 (tetrahydrofuran). The solvent is O (water). Run at temperature -80 celsius, time 2 hour. Yields the product yellow crystal, ClC=1C(=NC=C(C1)CO)C=1C=NC(=CC1)C1=NC2=C(N1)C=C(C=C2)N2CCOCC2 ([3-chloro-6′-(6-morpholin-4-yl-1H-benzoimidazol-2-yl)-[2,3]bipyridinyl-5-yl]-methanol). The yield is 93.0%. RXN SMILES: C[O:2][C:3]([C:5]1[CH:6]=[C:7]([Cl:32])[C:8]([C:11]2[CH:12]=[N:13][C:14]([C:17]3[NH:21][C:20]4[CH:22]=[C:23]([N:26]5[CH2:31][CH2:30][O:29][CH2:28][CH2:27]5)[CH:24]=[CH:25][C:19]=4[N:18]=3)=[CH:15][CH:16]=2)=[N:9][CH:10]=1)=O.O1CCCC1.[OH-].[Al+3].[Li+].[OH-].[OH-].[OH-]>O>[Cl:32][C:7]1[C:8]([C:11]2[CH:12]=[N:13][C:14]([C:17]3[NH:21][C:20]4[CH:22]=[C:23]([N:26]5[CH2:27][CH2:28][O:29][CH2:30][CH2:31]5)[CH:24]=[CH:25][C:19]=4[N:18]=3)=[CH:15][CH:16]=2)=[N:9][CH:10]=[C:5]([CH2:3][OH:2])[CH:6]=1 |f:2.3.4.5.6.7|. Procedure details: 0.49 g of 3-chloro-6′-(6-morpholin-4-yl-1H-benzoimidazol-2-yl)-[2,3]bipyridinyl-5-carboxylic acid(71) (1.12 mmol) prepared in Example 58 was added to 5 mL of tetrahydrofuran, and cooled to −80° C. 0.09 g of lithium aluminum hydroxide (2.24 mmol) was slowly added thereto. After stirring for 2 hours, the temperature of the reactant was slowly raised to room temperature, and further reacted 2 hours. A small amount of water was added thereto terminate the reaction, and concentrated under reduced pre... Starting materials: CC=1SC=C(N1)C(=O)N1CCOC2(C1)CCN(CC2)CC=2C=C(CCOCCC(=O)OC(C)(C)C)C=CC2 (tert-Butyl 3-(3-((4-(2-methylthiazole-4-carbonyl)-1-oxa-4,9-diazaspiro[5.5]undecan-9-yl)methyl)phenethoxy)propanoate), C(=O)(C(F)(F)F)O (TFA). The solvent is C(Cl)Cl (DCM). Conditions: time 2 hour. The product is CC=1SC=C(N1)C(=O)N1CCOC2(C1)CCN(CC2)CC=2C=C(CCOCCC(=O)O)C=CC2 (3-(3-((4-(2-Methylthiazole-4-carbonyl)-1-oxa-4,9-diazaspiro[5.5]undecan-9-yl)methyl)phenethoxy)propanoic acid). As a reaction SMILES: [CH3:1][C:2]1[S:3][CH:4]=[C:5]([C:7]([N:9]2[CH2:14][C:13]3([CH2:19][CH2:18][N:17]([CH2:20][C:21]4[CH:22]=[C:23]([CH:36]=[CH:37][CH:38]=4)[CH2:24][CH2:25][O:26][CH2:27][CH2:28][C:29]([O:31]C(C)(C)C)=[O:30])[CH2:16][CH2:15]3)[O:12][CH2:11][CH2:10]2)=[O:8])[N:6]=1.C(O)(C(F)(F)F)=O>C(Cl)Cl>[CH3:1][C:2]1[S:3][CH:4]=[C:5]([C:7]([N:9]2[CH2:14][C:13]3([CH2:15][CH2:16][N:17]([CH2:20][C:21]4[CH:22]=[C:23]([CH:36]=[CH:37][CH:38]=4)[CH2:24][CH2:25][O:26][CH2:27][CH2:28][C:29]([OH:31])=[O:30])[CH2:18][CH2:19]3)[O:12][CH2:11][CH2:10]2)=[O:8])[N:6]=1. Procedure: tert-Butyl 3-(3-((4-(2-methylthiazole-4-carbonyl)-1-oxa-4,9-diazaspiro[5.5]undecan-9-yl)methyl)phenethoxy)propanoate (Example 277, step a) was dissolved in DCM (10 mL) and TFA (2 mL) was added. The resulting mixture was stirred for 2 h then evaporated. The residue was azeotroped with toluene and redissolved in MeCN (10 mL). This was applied to a SCX cartridge (50 g, Varian) which had been pre-wetted with MeCN. The cartridge was washed with MeCN (100 mL) and eluted with 880 aqueous ammonia in MeC... Starting materials: C(C)(=O)OC(CCO)(C)C1=C(C=CC=C1)C1=CC=CC=C1 (3-acetoxy-3-p-biphenylyl-1-butanol), [OH-].[K+] (KOH), CO (methanol), O (water). Solvent: C(Cl)(Cl)Cl (chloroform). Yields the product C1(=C(C=CC=C1)C(CCO)(C)O)C1=CC=CC=C1 (3-p-biphenylyl-1,3-butanediol). Reaction SMILES: C([O:4][C:5]([C:10]1[CH:15]=[CH:14][CH:13]=[CH:12][C:11]=1[C:16]1[CH:21]=[CH:20][CH:19]=[CH:18][CH:17]=1)([CH3:9])[CH2:6][CH2:7][OH:8])(=O)C.[OH-].[K+].CO.O>C(Cl)(Cl)Cl>[C:11]1([C:16]2[CH:17]=[CH:18][CH:19]=[CH:20][CH:21]=2)[CH:12]=[CH:13][CH:14]=[CH:15][C:10]=1[C:5]([OH:4])([CH3:9])[CH2:6][CH2:7][OH:8] |f:1.2|. Procedure: 2.84 g. of 3-acetoxy-3-p-biphenylyl-1-butanol are boiled for 2 hours with 2 g. of KOH in 50 ml. of methanol, water and chloroform are added and the mixture is worked up to give 3-p-biphenylyl-1,3-butanediol, m.p. 115°-117°. Starting materials: glyoxal-1,2-dimethyl acetal, O (water), O1CCCC1 (tetrahydrofuran), O (water), C(C)O (ethanol), C(C)(=O)O (acetic acid), O1CCCC1 (tetrahydrofuran), ClC1=NC=C(C=C1Cl)[N+](=O)[O-] (2,3-dichloro-5-nitropyridine), O1CCCC1 (tetrahydrofuran). The reagents and catalysts are [Ni] (Raney Nickel). Conditions: time 1 hour. The product is ClC=1C=C(C=NC1Cl)NCC(OC)OC ((5,6-Dichloro-pyridin-3-yl)-(2,2-dimethoxy-ethyl)-amine). RXN SMILES: O.[CH2:2]([OH:4])C.C(O)(=O)C.[Cl:9][C:10]1[C:15]([Cl:16])=[CH:14][C:13]([N+:17]([O-])=O)=[CH:12][N:11]=1.[O:20]1[CH2:24][CH2:23]C[CH2:21]1>[Ni]>[Cl:16][C:15]1[CH:14]=[C:13]([NH:17][CH2:23][CH:24]([O:20][CH3:21])[O:4][CH3:2])[CH:12]=[N:11][C:10]=1[Cl:9]. Procedure: To a Parr bottle was charged Raney Nickel (10.1 g), water (40.0 g), tetrahydrofuran (166.3 g), ethanol (32.0 g) and acetic acid (2.5 g). A solution of 2,3-dichloro-5-nitropyridine (40.0 g) in tetrahydrofuran (40.1 g) was added to the Parr bottle in four portions and the mixture was hydrogenated at 40 psi and 35° C. for about 1 hour after each addition. The reaction mixture was cooled to room temperature, and then glyoxal-1,2-dimethyl acetal (47.2 g of 50 wt % aqueous), tetrahydrofuran (35.6 g) a...